describe an organic reaction: reactants, conditions, products, and yield From a dataset of the Open Reaction Database (ORD), a public repository of structured organic reaction records. Starting materials: N1=CC(=CC=C1)C=C1N2CCC(C1=O)CC2 (2-((3-Pyridyl)methylene)-1-azabicyclo[2.2.2]octan-3-one). The reagents and catalysts are [Ni] (Raney nickel). The solvent is CO (methanol). Reaction conditions: time 12 hour. Product: N1=CC(=CC=C1)CC1N2CCC(C1O)CC2 (2-((3-pyridyl)methyl)-1-azabicyclo[2.2.2]octan-3-ol). RXN SMILES: [N:1]1[CH:6]=[CH:5][CH:4]=[C:3]([CH:7]=[C:8]2[C:13](=[O:14])[CH:12]3[CH2:15][CH2:16][N:9]2[CH2:10][CH2:11]3)[CH:2]=1>[Ni].CO>[N:1]1[CH:6]=[CH:5][CH:4]=[C:3]([CH2:7][CH:8]2[CH:13]([OH:14])[CH:12]3[CH2:11][CH2:10][N:9]2[CH2:16][CH2:15]3)[CH:2]=1. Procedure: Quinuclidin-3-one hydrochloride (4.6 g, 28.3 mmol) and powdered anhydrous potassium hydroxide (2.1 g, 37.2 mmol) were dissolved in methanol (25 ml) and stirred for 15 mins. Pyridine-3-carboxaldehyde (3.2 g, 29.5 mmol) was then added in one portion and the mixture was stirred for an additional 20 hrs. The reaction mixture was then diluted with 40 ml water and cooled to 0° C. yielding 2-((3-pyridyl)methylene)-1-azabicyclo[2.2.2]octan-3-one as a yellow precipitate, which was collected, washed with ... Starting materials: O=C([O-])[O-], C1CCOC1, CCOC(C)=O, O=[N+]([O-])c1c(NC2CCOCC2)nc(Cl)nc1-c1ccccc1, [K+], [K+], c1ccc2[nH]cnc2c1. The product is O=[N+]([O-])c1c(NC2CCOCC2)nc(-n2cnc3ccccc32)nc1-c1ccccc1. As a reaction SMILES: [C:24](=[O:25])([O-:26])[O-:27].[CH2:39]1[O:40][CH2:41][CH2:42][CH2:43]1.[CH3:44][CH2:45][O:46][C:47](=[O:48])[CH3:49].[Cl:1][c:2]1[n:3][c:4](-[c:18]2[cH:19][cH:20][cH:21][cH:22][cH:23]2)[c:5]([N+:15](=[O:16])[O-:17])[c:6]([NH:8][CH:9]2[CH2:10][CH2:11][O:12][CH2:13][CH2:14]2)[n:7]1.[K+:28].[K+:29].[n:30]1[cH:31][nH:32][c:33]2[c:34]1[cH:35][cH:36][cH:37][cH:38]2>>[c:2]1(-[n:30]2[cH:31][n:32][c:33]3[c:34]2[cH:35][cH:36][cH:37][cH:38]3)[n:3][c:4](-[c:18]2[cH:19][cH:20][cH:21][cH:22][cH:23]2)[c:5]([N+:15](=[O:16])[O-:17])[c:6]([NH:8][CH:9]2[CH2:10][CH2:11][O:12][CH2:13][CH2:14]2)[n:7]1.